From a dataset of the Open Reaction Database (ORD), a public repository of structured organic reaction records. describe an organic reaction: reactants, conditions, products, and yield Starting materials: BrC=1C=CC2=C(NC[C@@H](N2C(C)=O)C)N1 ((S)-1-(6-bromo-2-methyl-3,4-dihydropyrido[2,3-b]pyrazine-1(2H)-yl)ethanone), C1(CC1)N1N=CC(=C1)B1OC(C(O1)(C)C)(C)C (1-cyclopropyl-4-(4,4,5,5-tetramethyl-1,3,2-dioxaborolan-2-yl)-1H-pyrazole), C([O-])([O-])=O.[K+].[K+] (potassium carbonate). The reagents and catalysts are C1=CC=C(C=C1)P([C-]2C=CC=C2)C3=CC=CC=C3.C1=CC=C(C=C1)P([C-]2C=CC=C2)C3=CC=CC=C3.Cl[Pd]Cl.[Fe+2].ClCCl ([1,1′-bis(diphenylphosphino)ferrocene]dichloropalladium(II) dichloromethane). The solvent is O1CCOCC1 (1,4-dioxane). Run at temperature 80 celsius. The product is C1(CC1)N1N=CC(=C1)C=1C=CC2=C(NC[C@@H](N2C(C)=O)C)N1 ((S)-1-(6-(1-cyclopropyl-1H-pyrazol-4-yl)-2-methyl-3,4-dihydropyrido[2,3-b]pyrazine-1(2H)-yl)ethanone). As a reaction SMILES: Br[C:2]1[CH:3]=[CH:4][C:5]2[N:10]([C:11](=[O:13])[CH3:12])[C@@H:9]([CH3:14])[CH2:8][NH:7][C:6]=2[N:15]=1.[CH:16]1([N:19]2[CH:23]=[C:22](B3OC(C)(C)C(C)(C)O3)[CH:21]=[N:20]2)[CH2:18][CH2:17]1.C(=O)([O-])[O-].[K+].[K+]>C1C=CC(P(C2C=CC=CC=2)[C-]2C=CC=C2)=CC=1.C1C=CC(P(C2C=CC=CC=2)[C-]2C=CC=C2)=CC=1.Cl[Pd]Cl.[Fe+2].ClCCl.O1CCOCC1>[CH:16]1([N:19]2[CH:23]=[C:22]([C:2]3[CH:3]=[CH:4][C:5]4[N:10]([C:11](=[O:13])[CH3:12])[C@@H:9]([CH3:14])[CH2:8][NH:7][C:6]=4[N:15]=3)[CH:21]=[N:20]2)[CH2:18][CH2:17]1 |f:2.3.4,5.6.7.8.9|. Procedure details: A reaction vial was charged with (S)-1-(6-bromo-2-methyl-3,4-dihydropyrido[2,3-b]pyrazine-1(2H)-yl)ethanone (0.1 M solution in 1,2-dichloroethane, 0.30 mL, 0.03 mmol), 1,4-dioxane (100 μL), 1-cyclopropyl-4-(4,4,5,5-tetramethyl-1,3,2-dioxaborolan-2-yl)-1H-pyrazole (0.2 M solution in 1,4-dioxane, 0.27 mL, 0.054 mmol), potassium carbonate (1.0 M solution in water, 0.090 mL, 0.090 mmol) and [1,1′-bis(diphenylphosphino)ferrocene]dichloropalladium(II) dichloromethane adduct (0.02 M solution in 1,2-dic... Starting materials: COC(CCC1=CC(=C(C(=C1)C)C1=NC2=C(N1)C=C(C=C2)C(NC2=NC=CC1=CC=CC=C21)=O)C)=O (3-{4-[6-(isoquinolin-1-ylcarbamoyl)-1H-benzoimidazol-2-yl]-3,5-dimethylphenyl}-propionic acid methyl ester), [OH-].[Na+] (NaOH), Cl (HCl). Run in CO (MeOH). Run at time 18 hour. Product: C1(=NC=CC2=CC=CC=C12)NC(=O)C=1C=CC2=C(NC(=N2)C2=C(C=C(C=C2C)CCC(=O)O)C)C1 (3-{4-[6-(isoquinolin-1-ylcarbamoyl)-1H-benzoimidazol-2-yl]-3,5-dimethylphenyl}-propionic acid). Reaction SMILES: C[O:2][C:3](=[O:36])[CH2:4][CH2:5][C:6]1[CH:11]=[C:10]([CH3:12])[C:9]([C:13]2[NH:17][C:16]3[CH:18]=[C:19]([C:22](=[O:34])[NH:23][C:24]4[C:33]5[C:28](=[CH:29][CH:30]=[CH:31][CH:32]=5)[CH:27]=[CH:26][N:25]=4)[CH:20]=[CH:21][C:15]=3[N:14]=2)=[C:8]([CH3:35])[CH:7]=1.[OH-].[Na+].Cl>CO>[C:24]1([NH:23][C:22]([C:19]2[CH:20]=[CH:21][C:15]3[N:14]=[C:13]([C:9]4[C:8]([CH3:35])=[CH:7][C:6]([CH2:5][CH2:4][C:3]([OH:36])=[O:2])=[CH:11][C:10]=4[CH3:12])[NH:17][C:16]=3[CH:18]=2)=[O:34])[C:33]2[C:28](=[CH:29][CH:30]=[CH:31][CH:32]=2)[CH:27]=[CH:26][N:25]=1 |f:1.2|. Procedure details: To a solution of 3-{4-[6-(isoquinolin-1-ylcarbamoyl)-1H-benzoimidazol-2-yl]-3,5-dimethylphenyl}-propionic acid methyl ester (85 mg) in MeOH (2 mL) was added 0.5 mL of 1.0 N NaOH and the mixture was stirred at ambient temperature for 18 h. To this solution was added 0.5 mL of 1.0 N HCl then the solvent was removed under reduced pressure. Water was added and the mixture was extracted with EtOAc. The organic phase was dried over sodium sulfate and the solvent was removed under reduced pressure. The... Reaction conditions: time 1 hour. Reaction SMILES: [Br:1][C:2]1[CH:3]=[C:4]([N+]([O-])=O)[C:5]([C:8]#[N:9])=[N:6][CH:7]=1.[F-:13].C([N+](CCCC)(CCCC)CCCC)CCC.O1CCCC1>CS(C)=O>[Br:1][C:2]1[CH:3]=[C:4]([F:13])[C:5]([C:8]#[N:9])=[N:6][CH:7]=1 |f:1.2|. The solvent is CS(=O)C (dimethylsulfoxide). The reactants are [F-].C(CCC)[N+](CCCC)(CCCC)CCCC (tetra-n-butylammonium fluoride), O1CCCC1 (tetrahydrofuran), BrC=1C=C(C(=NC1)C#N)[N+](=O)[O-] (5-bromo-3-nitropicolinonitrile). Reported procedure: A solution of 5-bromo-3-nitropicolinonitrile (6.84 g, 30 mmol) in dimethylsulfoxide was cooled to −25° C. and treated with 1M tetra-n-butylammonium fluoride in tetrahydrofuran (60 mL, 60 mmol). The reaction mixture was stirred at ambient temperature for 1 hour. It was quenched with water and extracted with ethyl acetate. The combined organic layers were dried (Na2SO4), filtered and concentrated to provide crude title compound. Product: BrC=1C=C(C(=NC1)C#N)F (5-bromo-3-fluoropicolinonitrile). The reactants are CN(C(CC1(OC2=C(C1)C(=CC(=C2C)C)C)C)=O)C (N,N-dimethyl-2,4,6,7-tetramethyl-2,3-dihydrobenzofuran-2-yl acetamide), [H-].[Al+3].[Li+].[H-].[H-].[H-] (lithium aluminum hydride). Run in O1CCCC1 (tetrahydrofuran). Reaction conditions: time 30 minute. Yields the product CC1(OC2=C(C1)C(=CC(=C2C)C)C)CCN(C)C (2,4,6,7-Tetramethyl-2-[2-(dimethylamino)ethyl]-2,3-dihydrobenzofuran). The yield is 74.7%. RXN SMILES: [CH3:1][N:2]([CH3:19])[C:3](=O)[CH2:4][C:5]1([CH3:17])[CH2:9][C:8]2[C:10]([CH3:16])=[CH:11][C:12]([CH3:15])=[C:13]([CH3:14])[C:7]=2[O:6]1.[H-].[Al+3].[Li+].[H-].[H-].[H-]>O1CCCC1>[CH3:17][C:5]1([CH2:4][CH2:3][N:2]([CH3:19])[CH3:1])[CH2:9][C:8]2[C:10]([CH3:16])=[CH:11][C:12]([CH3:15])=[C:13]([CH3:14])[C:7]=2[O:6]1 |f:1.2.3.4.5.6|. Reported procedure: N,N-dimethyl-2,4,6,7-tetramethyl-2,3-dihydrobenzofuran-2-yl acetamide (3.1 g, 11.9 mmol) was dissolved in tetrahydrofuran (50 ml) and lithium aluminum hydride (0.45 g) was added slowly under cooling. The reaction mixture was stirred for 30 minutes at room temperature and then poured into ice-cold water. The product was extracted with ethyl acetate. The extract was washed with water, dried and concentrated. The residue was purified by column chromatography on silica gel (chloroform-methanol, 95:5... The reactants are ClC1=NC2=C(C=CC=C2C=C1C=O)Cl (2,8-dichloroquinoline-3-carbaldehyde), C1(=CC=CC=C1)O (phenol), C(=O)([O-])[O-].[K+].[K+] (K2CO3). Run in CN(C)C=O (DMF), O (water). Reaction conditions: time 3 hour. Product: ClC=1C=CC=C2C=C(C(=NC12)OC1=CC=CC=C1)C=O (8-chloro-2-phenoxyquinoline-3-carbaldehyde). As a reaction SMILES: Cl[C:2]1[C:11]([CH:12]=[O:13])=[CH:10][C:9]2[C:4](=[C:5]([Cl:14])[CH:6]=[CH:7][CH:8]=2)[N:3]=1.[C:15]1([OH:21])[CH:20]=[CH:19][CH:18]=[CH:17][CH:16]=1.C([O-])([O-])=O.[K+].[K+]>CN(C=O)C.O>[Cl:14][C:5]1[CH:6]=[CH:7][CH:8]=[C:9]2[C:4]=1[N:3]=[C:2]([O:21][C:15]1[CH:20]=[CH:19][CH:18]=[CH:17][CH:16]=1)[C:11]([CH:12]=[O:13])=[CH:10]2 |f:2.3.4|. Procedure: To a solution of 2,8-dichloroquinoline-3-carbaldehyde (1 eq) in DMF (0.25 M) was added phenol (1.5 eq) and K2CO3 (2.0 eq) at rt and the mixture was stirred for 3 h at rt. The mixture was diluted with water, extracted with EtOAc (2 times) and the combined organic layers were washed with water (2 times), dried over Na2SO4, filtered, and concentrated under reduced pressure. The crude product was purified by column chromatography on a Redi-Sep™ column using 0 to 40% gradient of EtOAc in hexane to pr... As a reaction SMILES: [CH3:1][C:2]1[CH:7]=[CH:6][C:5]([C:8]2[O:9][C:10]([CH3:13])=[N:11][N:12]=2)=[CH:4][C:3]=1[C:14]1[CH:19]=[CH:18][C:17]([C:20](O)=[O:21])=[CH:16][CH:15]=1.[C:23]([C:25]1[CH:32]=[CH:31][C:28]([CH2:29][NH2:30])=[CH:27][CH:26]=1)#[N:24]>>[C:23]([C:25]1[CH:32]=[CH:31][C:28]([CH2:29][NH:30][C:20]([C:17]2[CH:18]=[CH:19][C:14]([C:3]3[CH:4]=[C:5]([C:8]4[O:9][C:10]([CH3:13])=[N:11][N:12]=4)[CH:6]=[CH:7][C:2]=3[CH3:1])=[CH:15][CH:16]=2)=[O:21])=[CH:27][CH:26]=1)#[N:24]. Product: C(#N)C1=CC=C(CNC(=O)C2=CC=C(C=C2)C2=C(C=CC(=C2)C=2OC(=NN2)C)C)C=C1 (N-(4-Cyanobenzyl)-2′-methyl-5′-(5-methyl-1,3,4-oxadiazol-2-yl)-1,1′-biphenyl-4-carboxamide). The reactants are CC1=C(C=C(C=C1)C=1OC(=NN1)C)C1=CC=C(C=C1)C(=O)O (2′-methyl-5′-(5-methyl-1,3,4-oxadiazol-2-yl)-1,1′-biphenyl-4-carboxylic acid), C(#N)C1=CC=C(CN)C=C1 (4-cyanobenzylamine). Procedure details: N-(4-Cyanobenzyl)-2′-methyl-5′-(5-methyl-1,3,4-oxadiazol-2-yl)-1,1′-biphenyl-4-carboxamide was prepared from 2′-methyl-5′-(5-methyl-1,3,4-oxadiazol-2-yl)-1,1′-biphenyl-4-carboxylic acid and 4-cyanobenzylamine using method N. NMR; δH [2H6]—DMSO 9.25,(1H, t), 8.01,(2H, d), 7.90,(1H, dd), 7.81,(2H, d), 7.77,(1H, d), 7.56-7.51,(5H, m), 4.58,(2H, d), 2.56,(3H, s), 2.31,(3H, s). LCMS; retention time 3.34 min, MH+ 409. Starting materials: Cl (HCl), O1CCOCC1 (1,4-dioxane), C[C@H]1N(CCNC1)C(=O)OC(C)(C)C (1,1-dimethylethyl (2R)-2-methyl-1-piperazinecarboxylate), CCN(C(C)C)C(C)C (DIPEA), FC(C1=CC=C(C=C1)S(=O)(=O)Cl)(F)F (4-(trifluoromethyl)benzenesulfonyl chloride). Run in C(Cl)Cl (DCM). Run at time 2.5 hour. Yields the product C[C@@H]1CN(CCN1)S(=O)(=O)C1=CC=C(C=C1)C(F)(F)F ((3R)-3-Methyl-1-{[4-(trifluoromethyl)phenyl]sulfonyl}piperazine). Isolated yield 82.8%. As a reaction SMILES: [CH3:1][C@@H:2]1[CH2:7][NH:6][CH2:5][CH2:4][N:3]1C(OC(C)(C)C)=O.CCN(C(C)C)C(C)C.[F:24][C:25]([F:37])([F:36])[C:26]1[CH:31]=[CH:30][C:29]([S:32](Cl)(=[O:34])=[O:33])=[CH:28][CH:27]=1.Cl.O1CCOCC1>C(Cl)Cl>[CH3:1][C@H:2]1[NH:3][CH2:4][CH2:5][N:6]([S:32]([C:29]2[CH:28]=[CH:27][C:26]([C:25]([F:24])([F:36])[F:37])=[CH:31][CH:30]=2)(=[O:34])=[O:33])[CH2:7]1. Procedure details: To a solution of 1,1-dimethylethyl (2R)-2-methyl-1-piperazinecarboxylate (2.95 g, 14.73 mmol) in DCM (120 ml) was added DIPEA (5.40 ml, 30.9 mmol) and then 4-(trifluoromethyl)benzenesulfonyl chloride (3.96 g, 16.20 mmol). The reaction mixture was stirred 2.5 hours at room temperature then washed with water (250 ml), dried on a phase separation cartridge and concentrated in vacuo. The obtained product was dissolved in 1,4-dioxane (60 ml) and treated with 4M aq. HCl in 1,4-dioxane (18.41 ml, 73.6 ... Reactants: ClC=1C=C2C=C(C(OC2=CC1CCC(C)(C)C)C(F)(F)F)C(=O)O (6-chloro-7-(3,3-dimethylbutyl)-2-(trifluoromethyl)-2H-chromene-3-carboxylic acid), 3F, 3F, C17H17ClF3O3, C1(=CC=CC2=CC=CC=C12)[C@@H](C)N ((R)-(+)-1-(1-naphthyl)ethylamine). Product: ClC=1C=C2C=C([C@@H](OC2=CC1CCC(C)(C)C)C(F)(F)F)C(=O)O ((2R)-6-chloro-7-(3,3-dimethylbutyl)-2-(trifluoromethyl)-2H-chromene-3-carboxylic acid). As a reaction SMILES: [Cl:1][C:2]1[CH:3]=[C:4]2[C:9](=[CH:10][C:11]=1[CH2:12][CH2:13][C:14]([CH3:17])([CH3:16])[CH3:15])[O:8][CH:7]([C:18]([F:21])([F:20])[F:19])[C:6]([C:22]([OH:24])=[O:23])=[CH:5]2.C1([C@H](N)C)C2C(=CC=CC=2)C=CC=1>>[Cl:1][C:2]1[CH:3]=[C:4]2[C:9](=[CH:10][C:11]=1[CH2:12][CH2:13][C:14]([CH3:17])([CH3:15])[CH3:16])[O:8][C@@H:7]([C:18]([F:21])([F:19])[F:20])[C:6]([C:22]([OH:24])=[O:23])=[CH:5]2. Reported procedure: A racemic mixture of the compound prepared in Example 9b, Step 3 was chirally resolved using the same protocol as for Example 609e, Step 1, R-enantiomer was identified as peak 1 with retention time 4.26 min: ESHRMS m/z 361.0797 (M−H, C17H17ClF3O3 Calc'd 361.0813). 1HNMR (DMSO-d6/400 MHz) 13.23 (brs, 1H), 7.80 (s, 1H), 7.55 (s, 1H), 7.01 (s, 1H), 5.89 (q, 1H, J=7.1 Hz), 3.30 (m, 2H), 2.56-2.60 (m, 2H), 1.31-1.37 (m, 2H), 0.91 (s, 9H). 19FNMR (d6-benzene; 6 eq of (R)-(+)-1-(1-naphthyl)ethylamine) ... Reactants: CC1(C)CCCN(C(=O)c2csc(Br)c2)C1, C1COCCN1, [Cu]I, [Cu], O. Product: CC1(C)CCCN(C(=O)c2csc(N3CCOCC3)c2)C1. RXN SMILES: [Br:1][c:2]1[cH:3][c:4]([C:7](=[O:8])[N:9]2[CH2:10][C:11]([CH3:15])([CH3:16])[CH2:12][CH2:13][CH2:14]2)[cH:5][s:6]1.[CH2:17]1[CH2:18][O:19][CH2:20][CH2:21][NH:22]1.[Cu:24][I:25].[Cu:26].[OH2:23]>>[c:2]1([N:22]2[CH2:17][CH2:18][O:19][CH2:20][CH2:21]2)[cH:3][c:4]([C:7](=[O:8])[N:9]2[CH2:10][C:11]([CH3:15])([CH3:16])[CH2:12][CH2:13][CH2:14]2)[cH:5][s:6]1.